From a dataset of the Open Reaction Database (ORD), a public repository of structured organic reaction records. describe an organic reaction: reactants, conditions, products, and yield The reactants are C(Cl)C1CO1 (epichlorohydrin), C(C1=CC=CC=C1)OC=1C=C(C=2OC3=CC(=CC=C3C(C2)=O)O)C=C(C1)OCC1=CC=CC=C1 (3′,5′-dibenzyloxy-7-hydroxy-flavone), C(C1=CC=CC=C1)OC=1C=C(C=2OC3=CC(=CC=C3C(C2)=O)O)C=C(C1)OCC1=CC=CC=C1 (3′,5′-Dibenzyloxy-7-hydroxy-flavone), [H-].[Na+] (sodium hydride). The solvent is CN(C=O)C (dimethyl formamide). Reaction conditions: time 30 minute. Yields the product C(C1=CC=CC=C1)OC=1C=C(C=2OC3=CC(=CC=C3C(C2)=O)OCC2CO2)C=C(C1)OCC1=CC=CC=C1 (3′,5′-Dibenzyloxy-7-(2,3-epoxy-propoxy)-flavone). Reaction SMILES: [CH2:1]([O:8][C:9]1[CH:10]=[C:11]([CH:24]=[C:25]([O:27][CH2:28][C:29]2[CH:34]=[CH:33][CH:32]=[CH:31][CH:30]=2)[CH:26]=1)[C:12]1[O:13][C:14]2[C:19]([C:20](=[O:22])[CH:21]=1)=[CH:18][CH:17]=[C:16]([OH:23])[CH:15]=2)[C:2]1[CH:7]=[CH:6][CH:5]=[CH:4][CH:3]=1.[H-].[Na+].[CH2:37]([CH:39]1[O:41][CH2:40]1)Cl>CN(C)C=O>[CH2:28]([O:27][C:25]1[CH:24]=[C:11]([CH:10]=[C:9]([O:8][CH2:1][C:2]2[CH:3]=[CH:4][CH:5]=[CH:6][CH:7]=2)[CH:26]=1)[C:12]1[O:13][C:14]2[C:19]([C:20](=[O:22])[CH:21]=1)=[CH:18][CH:17]=[C:16]([O:23][CH2:37][CH:39]1[O:41][CH2:40]1)[CH:15]=2)[C:29]1[CH:34]=[CH:33][CH:32]=[CH:31][CH:30]=1 |f:1.2|. Procedure details: To a well-stirred solution of 3′,5′-dibenzyloxy-7-hydroxy-flavone, 22 (8 g, 17.8 mmol) in dry dimethyl formamide (200 mL) was added 50% sodium hydride (3 g, 125 mmol) at 0-5° C. and after 30 minutes, excess of epichlorohydrin (8.3 mL, 107 mmol) was added and stirred at room temperature for overnight. The reaction mixture was concentrated under reduced pressure, diluted with water and extracted with chloroform. The combined organic layers were dried over sodium sulphate, filtered and evaporated t... Starting materials: ClC1=C(C=CC(=C1)Cl)C(CC1=NNC=C1)=O (1-(2,4-dichlorophenyl)-2-pyrazolylethan-1-one), CC=1NC=CN1 (2-methylimidazole). Product: ClC1=C(C=CC(=C1)Cl)C(CC=1N=C(NC1)C)=O (1-(2,4-Dichlorophenyl)-2-(2-methylimidazolyl)ethan-1-one). As a reaction SMILES: [Cl:1][C:2]1[CH:7]=[C:6]([Cl:8])[CH:5]=[CH:4][C:3]=1[C:9](=[O:16])[CH2:10][C:11]1[CH:15]=CN[N:12]=1.[CH3:17][C:18]1[NH:19]C=CN=1>>[Cl:1][C:2]1[CH:7]=[C:6]([Cl:8])[CH:5]=[CH:4][C:3]=1[C:9](=[O:16])[CH2:10][C:11]1[N:12]=[C:18]([CH3:17])[NH:19][CH:15]=1. Reported procedure: Made using the same procedure as for 1-(2,4-dichlorophenyl)-2-pyrazolylethan-1-one except that 2-methylimidazole (3.7 g, 44.8 mmol) was used in place of pyrazole. The crude residue was purified on silica gel (5% MeOH/CH2Cl2) to yield a light yellow solid. The reactants are O[C@@H](CNC(OC(C)(C)C)=O)CNS(=O)(=O)C1=NC=CC=C1 (tert-butyl (2S)-2-hydroxy-3-[(2-pyridinylsulfonyl)amino]propylcarbamate), O[C@H](CNC(OC(C)(C)C)=O)CNS(=O)(=O)C1=NC=CC=C1 (tert-butyl (2R)-2-hydroxy-3-[(2-pyridinylsulfonyl)amino]propylcarbamate), solution, Cl (hydrogen chloride), C(O[C@@H](C(C)(C)C)CN1C=NC2=C1C=C(C(=C2)Cl)Cl)(OC2=CC=C(C=C2)[N+](=O)[O-])=O ((1S)-1-[(5,6-dichloro-1H-benzimidazol-1-yl)methyl]-2,2-dimethylpropyl 4-nitrophenyl carbonate), C(C)(C)N(CC)C(C)C (diisopropylethylamine). Run in O1CCOCC1 (dioxane), O1CCOCC1 (dioxane), CN(C=O)C (dimethylformamide). Conditions: time 60 minute. The product is O[C@@H](CNC(O[C@@H](C(C)(C)C)CN1C=NC2=C1C=C(C(=C2)Cl)Cl)=O)CNS(=O)(=O)C2=NC=CC=C2 ((1S)-1-[(5,6-dichloro-1H-benzimidazol-1-yl)methyl]-2,2-dimethylpropyl (2S)-2-hydroxy-3-[(2-pyridinylsulfonyl)amino]propylcarbamate). Yield: 40.4%. Reaction SMILES: [OH:1][C@H:2]([CH2:12][NH:13][S:14]([C:17]1[CH:22]=[CH:21][CH:20]=[CH:19][N:18]=1)(=[O:16])=[O:15])[CH2:3][NH:4]C(=O)OC(C)(C)C.O[C@@H](CNS(C1C=CC=CN=1)(=O)=O)CNC(=O)OC(C)(C)C.Cl.[C:46](=[O:75])(OC1C=CC([N+]([O-])=O)=CC=1)[O:47][C@H:48]([CH2:53][N:54]1[C:58]2[CH:59]=[C:60]([Cl:64])[C:61]([Cl:63])=[CH:62][C:57]=2[N:56]=[CH:55]1)[C:49]([CH3:52])([CH3:51])[CH3:50].C(N(C(C)C)CC)(C)C>O1CCOCC1.CN(C)C=O>[OH:1][C@H:2]([CH2:12][NH:13][S:14]([C:17]1[CH:22]=[CH:21][CH:20]=[CH:19][N:18]=1)(=[O:16])=[O:15])[CH2:3][NH:4][C:46](=[O:75])[O:47][C@H:48]([CH2:53][N:54]1[C:58]2[CH:59]=[C:60]([Cl:64])[C:61]([Cl:63])=[CH:62][C:57]=2[N:56]=[CH:55]1)[C:49]([CH3:50])([CH3:51])[CH3:52]. Procedure details: To a solution of 370 mg (1.12 mmol) of tert-butyl (2S)-2-hydroxy-3-[(2-pyridinylsulfonyl)amino]propylcarbamate & tert-butyl (2R)-2-hydroxy-3-[(2-pyridinylsulfonyl)amino]propylcarbamate in 3.3 mL of anhydrous dioxane, 20 mL of a 4 N solution of hydrogen chloride in dioxane was added. The resulting solution was stirred for 60 min, during which time a white precipitate formed. The mixture was concentrated under reduced pressure and the resulting solid was dried under vacuum. A 54 mg (0.18mmol) samp... Starting materials: O=C(O)c1c2n(c3cc(Cl)c(F)cc3c1=O)C(COC1CCCCO1)CS2, O=C(O)C(F)(F)F. Product: O=C(O)c1c2n(c3cc(Cl)c(F)cc3c1=O)C(CO)CS2. As a reaction SMILES: [Cl:8][c:9]1[c:10]([F:34])[cH:11][c:12]2[c:13](=[O:33])[c:14]([C:30](=[O:31])[OH:32])[c:15]3[n:16]([c:17]2[cH:18]1)[CH:19]([CH2:22][O:23][CH:24]1[CH2:25][CH2:26][CH2:27][CH2:28][O:29]1)[CH2:20][S:21]3.[OH:1][C:2]([C:3]([F:4])([F:5])[F:6])=[O:7]>>[Cl:8][c:9]1[c:10]([F:34])[cH:11][c:12]2[c:13](=[O:33])[c:14]([C:30](=[O:31])[OH:32])[c:15]3[n:16]([c:17]2[cH:18]1)[CH:19]([CH2:22][OH:23])[CH2:20][S:21]3. The reactants are C1CCOC1, CCCC[N+](CCCC)(CCCC)CCCC, [F-], CC(C)[Si](Oc1cccc2c1CN(C(c1ccccc1)c1ccccc1)C(C1OC(=O)NC1Cc1cc(F)cc(F)c1)C2)(C(C)C)C(C)C. The product is O=C1NC(Cc2cc(F)cc(F)c2)C(C2Cc3cccc(O)c3CN2C(c2ccccc2)c2ccccc2)O1. As a reaction SMILES: [CH2:68]1[O:69][CH2:70][CH2:71][CH2:72]1.[CH3:51][CH2:52][CH2:53][CH2:54][N+:55]([CH2:56][CH2:57][CH2:58][CH3:59])([CH2:60][CH2:61][CH2:62][CH3:63])[CH2:64][CH2:65][CH2:66][CH3:67].[F-:50].[F:1][c:2]1[cH:3][c:4]([CH2:5][CH:6]2[NH:7][C:8](=[O:45])[O:9][CH:10]2[CH:11]2[N:12]([CH:32]([c:33]3[cH:34][cH:35][cH:36][cH:37][cH:38]3)[c:39]3[cH:40][cH:41][cH:42][cH:43][cH:44]3)[CH2:13][c:14]3[c:15]([O:21][Si:22]([CH:23]([CH3:24])[CH3:25])([CH:26]([CH3:27])[CH3:28])[CH:29]([CH3:30])[CH3:31])[cH:16][cH:17][cH:18][c:19]3[CH2:20]2)[cH:46][c:47]([F:49])[cH:48]1>>[F:1][c:2]1[cH:3][c:4]([CH2:5][CH:6]2[NH:7][C:8](=[O:45])[O:9][CH:10]2[CH:11]2[N:12]([CH:32]([c:33]3[cH:34][cH:35][cH:36][cH:37][cH:38]3)[c:39]3[cH:40][cH:41][cH:42][cH:43][cH:44]3)[CH2:13][c:14]3[c:15]([OH:21])[cH:16][cH:17][cH:18][c:19]3[CH2:20]2)[cH:46][c:47]([F:49])[cH:48]1. The product is FC1=CC=C(C[C@H](C(=O)N2CCC(CC2)O)N(C(=O)[C@@H](CC2=CC3=CC=CC=C3C=C2)N(C(\C=C(\CC(C)(C)N)/C)=O)C)C)C=C1 ((2E)-5-Amino-3,5-dimethylhex-2-enoic acid N-((1R)-1-{N-[(1R)-1-(4-fluorobenzyl)-2-(4-hydroxypiperidin-1-yl)-2-oxoethyl]-N-methylcarbamoyl}-2-(2-naphthyl)ethyl)-N-methylamide). Procedure details: This compound was prepared as in example 1 but using 4-hydroxypiperidine, (2R)-2-(N-tert-butoxycarbonyl-N-methylamino)-3-(4-fluorophenyl)propionic acid and (2R)-2-(N-tert-butoxycarbonyl-N-methylamino)-3-(2-naphthyl)propionic acid and (2E)-5-tert-butoxycarbonylamino-3,5-dimethylhex-2-enoic acid as starting materials. Reactants: OC1CCNCC1 (4-hydroxypiperidine), C(C)(C)(C)OC(=O)NC(C/C(=C/C(=O)O)/C)(C)C ((2E)-5-tert-butoxycarbonylamino-3,5-dimethylhex-2-enoic acid), C(C)(C)(C)OC(=O)N(C)[C@@H](C(=O)O)CC1=CC=C(C=C1)F ((2R)-2-(N-tert-butoxycarbonyl-N-methylamino)-3-(4-fluorophenyl)propionic acid), C(C)(C)(C)OC(=O)N(C)[C@@H](C(=O)O)CC1=CC2=CC=CC=C2C=C1 ((2R)-2-(N-tert-butoxycarbonyl-N-methylamino)-3-(2-naphthyl)propionic acid). As a reaction SMILES: [OH:1][CH:2]1[CH2:7][CH2:6][NH:5][CH2:4][CH2:3]1.C(O[C:13]([N:15]([C@H:17]([CH2:21][C:22]1[CH:27]=[CH:26][C:25]([F:28])=[CH:24][CH:23]=1)[C:18]([OH:20])=O)[CH3:16])=[O:14])(C)(C)C.C(O[C:34]([N:36]([C@H:38]([CH2:42][C:43]1[CH:52]=[CH:51][C:50]2[C:45](=[CH:46][CH:47]=[CH:48][CH:49]=2)[CH:44]=1)C(O)=O)[CH3:37])=[O:35])(C)(C)C.C(OC([NH:60][C:61]([CH3:70])([CH3:69])[CH2:62]/[C:63](/[CH3:68])=[CH:64]/C(O)=O)=O)(C)(C)C>>[F:28][C:25]1[CH:24]=[CH:23][C:22]([CH2:21][C@@H:17]([N:15]([CH3:16])[C:13]([C@H:38]([N:36]([CH3:37])[C:34](=[O:35])/[CH:64]=[C:63](\[CH3:68])/[CH2:62][C:61]([NH2:60])([CH3:70])[CH3:69])[CH2:42][C:43]2[CH:52]=[CH:51][C:50]3[C:45](=[CH:46][CH:47]=[CH:48][CH:49]=3)[CH:44]=2)=[O:14])[C:18]([N:5]2[CH2:6][CH2:7][CH:2]([OH:1])[CH2:3][CH2:4]2)=[O:20])=[CH:27][CH:26]=1. Reactants: O=C([O-])[O-], CCCCCC1CCC(CCCCc2ccc(O)cc2)CC1, CI, CCC(C)=O, [K+], [K+], O. Product: CCCCCC1CCC(CCCCc2ccc(OC)cc2)CC1. Reaction SMILES: [C:25](=[O:26])([O-:27])[O-:28].[CH2:1]([CH2:2][CH2:3][CH2:4][CH3:5])[CH:6]1[CH2:7][CH2:8][CH:9]([CH2:12][CH2:13][CH2:14][CH2:15][c:16]2[cH:17][cH:18][c:19]([OH:22])[cH:20][cH:21]2)[CH2:10][CH2:11]1.[CH3:23][I:24].[CH3:31][C:32](=[O:33])[CH2:34][CH3:35].[K+:29].[K+:30].[OH2:36]>>[CH2:1]([CH2:2][CH2:3][CH2:4][CH3:5])[CH:6]1[CH2:7][CH2:8][CH:9]([CH2:12][CH2:13][CH2:14][CH2:15][c:16]2[cH:17][cH:18][c:19]([O:22][CH3:25])[cH:20][cH:21]2)[CH2:10][CH2:11]1. The reactants are BrC1=CC=C(S1)N=C=O (5-bromo-2-thienyl isocyanate), CN1CC(=O)N=C1N (creatinine), O (water). The solvent is C1(=CC=CC=C1)C (toluene), CN(C)C=O (DMF). Reaction conditions: temperature 75 celsius. Product: BrC1=CC=C(S1)NC(=O)N=C1N(CC(N1)=O)C (1-(5-Bromo-2-thienyl)-3-(tetrahydro-1-methyl-4-oxo-1H-imidazol-2-ylidene) urea). Isolated yield 29.6%. As a reaction SMILES: [CH3:1][N:2]1[C:7]([NH2:8])=[N:6][C:4](=[O:5])[CH2:3]1.[Br:9][C:10]1[S:14][C:13]([N:15]=[C:16]=[O:17])=[CH:12][CH:11]=1.O>CN(C=O)C.C1(C)C=CC=CC=1>[Br:9][C:10]1[S:14][C:13]([NH:15][C:16]([N:8]=[C:7]2[NH:6][C:4](=[O:5])[CH2:3][N:2]2[CH3:1])=[O:17])=[CH:12][CH:11]=1. Procedure details: To a stirred suspension of 3.0 g (26 mM) of creatinine in 30 ml of anhydrous DMF was added a solution of 5.0 g (26.5 mM) of 5-bromo-2-thienyl isocyanate in 15 ml of toluene. The resulting mixture was heated at 75° C. for 3 hrs., cooled, and poured into 200 ml of water. The precipitate was collected, washed with ethanol and ether, and air-dried. The solid was dissolved in 250 ml hot acetone, treated with charcoal, filtered, and the filtrate diluted with water (250 ml). The resulting precipitate w...